Dataset: the Open Reaction Database (ORD), a public repository of structured organic reaction records. Task: describe an organic reaction: reactants, conditions, products, and yield Starting materials: OC1=C(C2=CC=CC=C2C=C1)C(=O)O (2-hydroxy-1-carboxynaphthalene), C([O-])([O-])=O.[Cs+].[Cs+] (cesium carbonate), C(C1=CC=CC=C1)Br (benzyl bromide). The solvent is CO (methanol), CN(C)C=O (DMF), [Cl-].[Na+].O (brine). Reaction conditions: time 20 hour. Yields the product OC1=C(C2=CC=CC=C2C=C1)C(=O)OCC1=CC=CC=C1 (phenylmethyl 2-hydroxy-1-naphthalenecarboxylate). Isolated yield 57.0%. RXN SMILES: [OH:1][C:2]1[CH:11]=[CH:10][C:9]2[C:4](=[CH:5][CH:6]=[CH:7][CH:8]=2)[C:3]=1[C:12]([OH:14])=[O:13].C(=O)([O-])[O-].[Cs+].[Cs+].[CH2:21](Br)[C:22]1[CH:27]=[CH:26][CH:25]=[CH:24][CH:23]=1>CO.CN(C=O)C.[Cl-].[Na+].O>[OH:1][C:2]1[CH:11]=[CH:10][C:9]2[C:4](=[CH:5][CH:6]=[CH:7][CH:8]=2)[C:3]=1[C:12]([O:14][CH2:21][C:22]1[CH:27]=[CH:26][CH:25]=[CH:24][CH:23]=1)=[O:13] |f:1.2.3,7.8.9|. Procedure details: A solution of 2-hydroxy-1-carboxynaphthalene (4.70 g, 25.0 mmol) and 20% cesium carbonate (20.3 mL, 12.5 mmol) in methanol (20 mL) was striped to dryness, dissolved in DMF (10 mL), treated with benzyl bromide (2.67 mL, 22.5 mmoL), stirred for 20 hours, diluted with brine, and extracted with ethyl acetate. The ethyl acetate was washed with water, 1 M NaOH, water and brine, dried (MgSO4), filtered, and concentrated to provide 3.98 g (57%) of the desired compound. Starting materials: N#CBr (cyanogen bromide), final residue, Cl (hydrochloric acid), CN1CC(CCC1)CC(=O)C1=CC=C(C=C1)F (1-methyl-3-(4-fluorophenacyl)piperidine), C(#N)N1CC(CCC1)CC(=O)C1=CC=C(C=C1)F (1-cyano-3-(4-fluorophenacyl)piperidine), C(\C=C/C(=O)O)(=O)O (maleic acid). Run in C(C)(=O)O (acetic acid), C(C)OCC (diethyl ether), C1=CC=CC=C1 (benzene), O (water), C(C)OCC (diethyl ether). Product: C(\C=C/C(=O)O)(=O)O.FC1=CC=C(C(CC2CNCCC2)=O)C=C1 (3-(4-fluorophenacyl)piperidine, maleate salt). As a reaction SMILES: N#CBr.C[N:5]1[CH2:10][CH2:9][CH2:8][CH:7]([CH2:11][C:12]([C:14]2[CH:19]=[CH:18][C:17]([F:20])=[CH:16][CH:15]=2)=[O:13])[CH2:6]1.C(N1CCCC(CC(C2C=CC(F)=CC=2)=O)C1)#N.Cl.[C:40]([OH:47])(=[O:46])/[CH:41]=[CH:42]\[C:43]([OH:45])=[O:44]>C(OCC)C.O.C(O)(=O)C.C1C=CC=CC=1>[C:40]([OH:47])(=[O:46])/[CH:41]=[CH:42]\[C:43]([OH:45])=[O:44].[F:20][C:17]1[CH:16]=[CH:15][C:14]([C:12](=[O:13])[CH2:11][CH:7]2[CH2:8][CH2:9][CH2:10][NH:5][CH2:6]2)=[CH:19][CH:18]=1 |f:9.10|. Reported procedure: The procedure of Example 19 was repeated to give 19 g of crude 1-cyano-3-(4-fluorophenacyl)piperidine, except that 5.4 g of cyanogen bromide, 10.0 g of 1-methyl-3-(4-fluorophenacyl)piperidine (Example 3), and 110 ml of benzene were employed and the addition was carried out at ambient temperature over a 45-minute period. The crude cyanopiperidine was hydrolyzed as described in Example 21, using as the hydrolysis mixture a solution consisting of 80 ml of glacial acetic acid, 40 ml of water, and 20... Starting materials: FC1=CC=C(CN2N=C(C3=C(C2=O)C(=C2N3CCN(C2=O)C)OC)C=O)C=C1 (2-(4-fluorobenzyl)-8-methyl-10-methoxy-1,9-dioxo-1,2,6,7,8,9-hexahydropyrazino[1′,2′:1,5]pyrrolo[2,3-d]pyridazine-4-carboxaldehyde), C[Mg]Br (methyl magnesium bromide), C(CCC)OCCCC (butyl ether), Cl (hydrochloric acid). Solvent: COCCOC (DME), ClCCl (dichloromethane). Run at time 5 minute. Yields the product FC1=CC=C(CN2N=C(C3=C(C2=O)C(=C2N3CCN(C2=O)C)OC)C(C)O)C=C1 (2-(4-Fluorobenzyl)-10-methoxy-4-(1-hydroxyethyl)-8-methyl-7,8-dihydropyrazino[1′,2′:1,5]pyrrolo[2,3-d]pyridazine-1,9(2H,6H)-dione). As a reaction SMILES: [F:1][C:2]1[CH:28]=[CH:27][C:5]([CH2:6][N:7]2[C:12](=[O:13])[C:11]3[C:14]([O:23][CH3:24])=[C:15]4[C:20](=[O:21])[N:19]([CH3:22])[CH2:18][CH2:17][N:16]4[C:10]=3[C:9]([CH:25]=[O:26])=[N:8]2)=[CH:4][CH:3]=1.[CH3:29][Mg]Br.C(OCCCC)CCC.Cl>COCCOC.ClCCl>[F:1][C:2]1[CH:28]=[CH:27][C:5]([CH2:6][N:7]2[C:12](=[O:13])[C:11]3[C:14]([O:23][CH3:24])=[C:15]4[C:20](=[O:21])[N:19]([CH3:22])[CH2:18][CH2:17][N:16]4[C:10]=3[C:9]([CH:25]([OH:26])[CH3:29])=[N:8]2)=[CH:4][CH:3]=1. Reported procedure: To a solution of 2-(4-fluorobenzyl)-8-methyl-10-methoxy-1,9-dioxo-1,2,6,7,8,9-hexahydropyrazino[1′,2′:1,5]pyrrolo[2,3-d]pyridazine-4-carboxaldehyde (42 mg, 0.11 mmol) in anhydrous DME (10 mL), a solution of methyl magnesium bromide in butyl ether (0.26 mL, 0.26 mmol; 1 M) was added. After stirring at room temperature for 5 minutes, the reaction mixture was treated with dilute hydrochloric acid, and diluted with dichloromethane. The organic extract was washed with brine, dried over anhydrous magn... The reactants are C(=O)(N1C=NC=C1)N1C=NC=C1 (1,1′-carbonyldiimidazole), BrC1=CC=C(C=C1)C1=C(C(=NO1)C)C(=O)O (5-(4-Bromo-phenyl)-3-methyl-isoxazole-4-carboxylic acid), O.NN (hydrazine monohydrate). Product: BrC1=CC=C(C=C1)C1=C(C(=NO1)C)C(=O)NN (5-(4-Bromo-phenyl)-3-methyl-isoxazole-4-carboxylic acid hydrazide). Reaction SMILES: [Br:1][C:2]1[CH:7]=[CH:6][C:5]([C:8]2[O:12][N:11]=[C:10]([CH3:13])[C:9]=2[C:14]([OH:16])=O)=[CH:4][CH:3]=1.C(N1C=CN=C1)(N1C=CN=C1)=O.O.[NH2:30][NH2:31]>C1COCC1>[Br:1][C:2]1[CH:7]=[CH:6][C:5]([C:8]2[O:12][N:11]=[C:10]([CH3:13])[C:9]=2[C:14]([NH:30][NH2:31])=[O:16])=[CH:4][CH:3]=1 |f:2.3|. Procedure details: 5-(4-Bromo-phenyl)-3-methyl-isoxazole-4-carboxylic acid (0.061 g, 2.16 mmol) was dissolved in THF (5 mL) then 1,1′-carbonyldiimidazole (0.390 g, 2.38 mmol) was added and the reaction was heated to 70° C. for 40 minutes. The reaction was then cooled to 0° C. and hydrazine monohydrate (0.220 mL, 4.32 mmol) was added. The reaction was then allowed to slowly warm to room temperature and stirred overnight. Standard aqueous workup afforded the title compound, which was brought to the next step without... Run at temperature 70 celsius, time 8 hour. Run in C1CCOC1 (THF).